From a dataset of the Open Reaction Database (ORD), a public repository of structured organic reaction records. describe an organic reaction: reactants, conditions, products, and yield The reactants are C(C1=CC=CC=C1)OC=1C(=NC(=NC1O)CC1(CCCC1)C1=CC=C(C=C1)C(F)(F)F)C(=O)O (5-benzyloxy-6-hydroxy-2-[1-(4-trifluoromethyl-phenyl)-cyclopentylmethyl]-pyrimidine-4-carboxylic acid), [Si](C)(C)(C(C)(C)C)OCCNC(C)C (N-(2-(tert-Butyldimethylsilyloxy)ethyl)propan-2-amine), [Si](C)(C)(C(C)(C)C)OCCN(C(=O)C1=NC(=NC(=C1OCC1=CC=CC=C1)O)CC1(CCCC1)C1=C(C=CC(=C1)Cl)Cl)C(C)C (5-benzyloxy-2-[1-(2,5-dichlorophenyl)-cyclopentylmethyl]-6-hydroxypyrimidine-4-carboxylic acid [2-(tert-butyl-dimethylsilanyloxy)-ethyl]-isopropylamide). The product is [Si](C)(C)(C(C)(C)C)OCCN(C(=O)C1=NC(=NC(=C1OCC1=CC=CC=C1)O)CC1(CCCC1)C1=CC=C(C=C1)C(F)(F)F)C(C)C (5-Benzyloxy-6-hydroxy-2-[1-(4-trifluoromethyl-phenyl)-cyclopentylmethyl]-pyrimidine-4-carboxylic acid [2-(tert-butyl-dimethylsilanyloxy)-ethyl]-isopropylamide). Yield: 52.5%. Reaction SMILES: [CH2:1]([O:8][C:9]1[C:10]([C:32]([OH:34])=O)=[N:11][C:12]([CH2:16][C:17]2([C:22]3[CH:27]=[CH:26][C:25]([C:28]([F:31])([F:30])[F:29])=[CH:24][CH:23]=3)[CH2:21][CH2:20][CH2:19][CH2:18]2)=[N:13][C:14]=1[OH:15])[C:2]1[CH:7]=[CH:6][CH:5]=[CH:4][CH:3]=1.[Si:35]([O:42][CH2:43][CH2:44][NH:45][CH:46]([CH3:48])[CH3:47])([C:38]([CH3:41])([CH3:40])[CH3:39])([CH3:37])[CH3:36].[Si](OCCN(C(C)C)C(C1C(OCC2C=CC=CC=2)=C(O)N=C(CC2(C3C=C(Cl)C=CC=3Cl)CCCC2)N=1)=O)(C(C)(C)C)(C)C>>[Si:35]([O:42][CH2:43][CH2:44][N:45]([CH:46]([CH3:48])[CH3:47])[C:32]([C:10]1[C:9]([O:8][CH2:1][C:2]2[CH:3]=[CH:4][CH:5]=[CH:6][CH:7]=2)=[C:14]([OH:15])[N:13]=[C:12]([CH2:16][C:17]2([C:22]3[CH:23]=[CH:24][C:25]([C:28]([F:30])([F:29])[F:31])=[CH:26][CH:27]=3)[CH2:18][CH2:19][CH2:20][CH2:21]2)[N:11]=1)=[O:34])([C:38]([CH3:41])([CH3:40])[CH3:39])([CH3:37])[CH3:36]. Procedure details: 5-Benzyloxy-6-hydroxy-2-[1-(4-trifluoromethyl-phenyl)-cyclopentylmethyl]-pyrimidine-4-carboxylic acid [2-(tert-butyl-dimethylsilanyloxy)-ethyl]-isopropylamide (245) (187 mg, 52.55%) as a yellow sticky solid was synthesized from 5-benzyloxy-6-hydroxy-2-[1-(4-trifluoromethyl-phenyl)-cyclopentylmethyl]-pyrimidine-4-carboxylic acid (244) (250 mg, 0.53 mmol) and 2-(tert-butyl-dimethylsilanyloxy)-ethyl]-isopropylamine (8b) following the procedure as described for 5-benzyloxy-2-[1-(2,5-dichlorophenyl)-... Reactants: CS(C)=O, ClCCN1CCCCC1, Cl, [H-], [Na+], O, OCc1cccc2cc(-c3ccccc3)oc12. The product is Cl, c1ccc(-c2cc3cccc(COCCN4CCCCC4)c3o2)cc1. Reaction SMILES: [CH3:30][S:31]([CH3:32])=[O:33].[Cl:21][CH2:22][CH2:23][N:24]1[CH2:25][CH2:26][CH2:27][CH2:28][CH2:29]1.[ClH:20].[H-:18].[Na+:19].[OH2:34].[OH:1][CH2:2][c:3]1[cH:4][cH:5][cH:6][c:7]2[cH:8][c:9](-[c:12]3[cH:13][cH:14][cH:15][cH:16][cH:17]3)[o:10][c:11]12>>[ClH:21].[O:1]([CH2:2][c:3]1[cH:4][cH:5][cH:6][c:7]2[cH:8][c:9](-[c:12]3[cH:13][cH:14][cH:15][cH:16][cH:17]3)[o:10][c:11]12)[CH2:22][CH2:23][N:24]1[CH2:25][CH2:26][CH2:27][CH2:28][CH2:29]1.